This data is from the Open Reaction Database (ORD), a public repository of structured organic reaction records. The task is: describe an organic reaction: reactants, conditions, products, and yield The reactants are CC1=CC=C(C=C1)S(=O)(=O)C[N+]#[C-] (TosMIC), Cl (hydrochloric acid), N (ammonia), CC(CC=O)(CC)C (3,3-dimethylpentanal). Run in CO (methanol). Reaction conditions: time 1 hour. Yields the product CC(CC=1N=CNC1)(CC)C (4-(2,2-dimethylbutyl)-1H-imidazole). Reaction SMILES: CC1C=CC(S([CH2:11][N+:12]#[C-:13])(=O)=O)=CC=1.[NH3:14].[CH3:15][C:16]([CH3:22])([CH2:20][CH3:21])[CH2:17][CH:18]=O.Cl>CO>[CH3:15][C:16]([CH3:22])([CH2:20][CH3:21])[CH2:17][C:18]1[N:14]=[CH:11][NH:12][CH:13]=1. Reported procedure: TosMIC (154 g, 0.9 mol) was added to an ambient temperature, saturated solution of ammonia in methanol (7 L). After stirring at ambient temperature for 1 h, 3,3-dimethylpentanal (ca. 0.6 mol) was added over 20 min. After stirring at reflux for 3 h, the reaction mixture was poured into cold 1 N hydrochloric acid and washed with hexane. The aqueous layer was basified with 10 N aqueous sodium hydroxide and extracted with ether. The combined organic extracts were washed with brine, dried (magnesium ... The solvent is CS(=O)C (DMSO), CS(=O)C (DMSO). Reaction SMILES: [I-].C[S+](C)(C)=O.[CH3:7][Si]([N-][Si](C)(C)C)(C)C.[Na+].[Cl:17][C:18]1[CH:19]=[C:20]([C:28]2[O:32][N:31]=[C:30]([C:33]3[CH:34]=[CH:35][CH:36]=[C:37]4[C:41]=3[N:40]([CH3:42])[CH:39]=[C:38]4/[CH:43]=[CH:44]/[C:45]([O:47][CH2:48][CH3:49])=[O:46])[N:29]=2)[CH:21]=[CH:22][C:23]=1[O:24][CH:25]([CH3:27])[CH3:26]>CS(C)=O>[Cl:17][C:18]1[CH:19]=[C:20]([C:28]2[O:32][N:31]=[C:30]([C:33]3[CH:34]=[CH:35][CH:36]=[C:37]4[C:41]=3[N:40]([CH3:42])[CH:39]=[C:38]4[C@@H:43]3[CH2:7][C@H:44]3[C:45]([O:47][CH2:48][CH3:49])=[O:46])[N:29]=2)[CH:21]=[CH:22][C:23]=1[O:24][CH:25]([CH3:26])[CH3:27] |f:0.1,2.3|. Procedure details: To a suspension of trimethylsulfoxonium iodide (132 mg) in DMSO (3 mL) stirred under nitrogen at 20° C. was added NaHMDS (1.0 mol/L in THF, 0.6 mL) dropwise during 5 mins. The reaction mixture was stirred at this temperature for 15 mins. A solution of ethyl (2E)-3-[7-(5-{3-chloro-4-[(1-methylethyl)oxy]phenyl}-1,2,4-oxadiazol-3-yl)-1-methyl-1H-indol-3-yl]-2-propenoate (D62) (140 mg) in DMSO was added dropwise. After addition was complete, the reaction was stirred at room temperature for 1.5 h, an... Reactants: C[Si](C)(C)[N-][Si](C)(C)C.[Na+] (NaHMDS), [I-].C[S+](=O)(C)C (trimethylsulfoxonium iodide), ClC=1C=C(C=CC1OC(C)C)C1=NC(=NO1)C=1C=CC=C2C(=CN(C12)C)/C=C/C(=O)OCC (ethyl (2E)-3-[7-(5-{3-chloro-4-[(1-methylethyl)oxy]phenyl}-1,2,4-oxadiazol-3-yl)-1-methyl-1H-indol-3-yl]-2-propenoate). Reaction conditions: temperature 20 celsius. Yields the product ClC=1C=C(C=CC1OC(C)C)C1=NC(=NO1)C=1C=CC=C2C(=CN(C12)C)[C@H]1[C@@H](C1)C(=O)OCC (ethyl (1R,2R)-2-[7-(5-{3-chloro-4-[(1-methylethyl)oxy]phenyl}-1,2,4-oxadiazol-3-yl)-1-methyl-1H-indol-3-yl]cyclopropanecarboxylate). Starting materials: ClC1=CC(=C(NC(C(C)(C)C)=O)C=C1)OC (4'-chloro-2'-methoxy-2,2-dimethylpropionanilide), C(=O)([O-])[O-].[K+].[K+] (K2CO3), Cl (HCl), ClC1=CC(=C(NC(C(C)(C)C)=O)C=C1)OC (4'-chloro-2'-methoxy-2,2-dimethylpropionanilide), FC(C(=O)OCC)(F)F (ethyl trifluoroacetate), [Li]C(C)CC (s-BuLi). Run in COCCOC (1,2-dimethoxyethane), C1CCOC1 (THF), C1CCCCC1 (cyclohexane). Reaction conditions: temperature 0 celsius, time 1.2 hour. Product: NC1=C(C=C(C=C1OC)Cl)C(C(F)(F)F)=O (2'-amino-5'-chloro-3'-methoxy-2,2,2-trifluoroacetophenone). The yield is 61.1%. As a reaction SMILES: [Cl:1][C:2]1[CH:14]=[CH:13][C:5]([NH:6]C(=O)C(C)(C)C)=[C:4]([O:15][CH3:16])[CH:3]=1.[Li]C(CC)C.[F:22][C:23]([F:30])([F:29])[C:24](OCC)=[O:25].Cl.C([O-])([O-])=O.[K+].[K+]>C1COCC1.C1CCCCC1.COCCOC>[NH2:6][C:5]1[C:4]([O:15][CH3:16])=[CH:3][C:2]([Cl:1])=[CH:14][C:13]=1[C:24](=[O:25])[C:23]([F:30])([F:29])[F:22] |f:4.5.6|. Reported procedure: To a stirred, cooled (-20° C.) solution of 12.1 g (50 mmol) of 4'-chloro-2'-methoxy-2,2-dimethylpropionanilide in 150 mL of THF was added 87 mL (115 mmol) of 1.3M s-BuLi in cyclohexane over 15 min. The dark solution was warmed to 0° C. and stirred for 1.2 h. The solution was re-cooled to -20° C. and treated with 14.3 mL (120 mmol) of ethyl trifluoroacetate over 5 min. The reaction was warmed to 0° C., stirred 15 min., and quenched with saturated aqueous NaHCO3. The mixture was extracted with hex...